Dataset: the Open Reaction Database (ORD), a public repository of structured organic reaction records. Task: describe an organic reaction: reactants, conditions, products, and yield The reactants are O.O.Cl[Sn]Cl (SnCl2.2H2O), C(C)OC=1C=C(C=CC1OC)C(=CC)C1=CC(=C(C=C1)OC)[N+](=O)[O-] (4-[1-(3-ethoxy-4-methoxy-phenyl)-propenyl]-1-methoxy-2-nitro-benzene), [OH-].[Na+] (NaOH), ice water. Run in C(C)O (ethanol), C(C)(=O)OCC (ethyl acetate). Run at temperature 70 celsius. The product is C(C)OC=1C=C(C=CC1OC)C(=CC)C=1C=CC(=C(C1)N)OC (5-[1-(3-ethoxy-4-methoxy-phenyl) -propenyl]-2-methoxy-phenylamine). Yield: 72.8%. As a reaction SMILES: O.O.Cl[Sn]Cl.[CH2:6]([O:8][C:9]1[CH:10]=[C:11]([C:17]([C:20]2[CH:25]=[CH:24][C:23]([O:26][CH3:27])=[C:22]([N+:28]([O-])=O)[CH:21]=2)=[CH:18][CH3:19])[CH:12]=[CH:13][C:14]=1[O:15][CH3:16])[CH3:7].[OH-].[Na+]>C(O)C.C(OCC)(=O)C>[CH2:6]([O:8][C:9]1[CH:10]=[C:11]([C:17]([C:20]2[CH:25]=[CH:24][C:23]([O:26][CH3:27])=[C:22]([NH2:28])[CH:21]=2)=[CH:18][CH3:19])[CH:12]=[CH:13][C:14]=1[O:15][CH3:16])[CH3:7] |f:0.1.2,4.5|. Procedure details: SnCl2.2H2O (3.98 g, 17.6 mmol) was added to a stirred suspension of (E/Z) 4-[1-(3-ethoxy-4-methoxy-phenyl)-propenyl]-1-methoxy-2-nitro-benzene (1.10 g, 3.2 mmol) in ethanol (200 proof, 20 mL) and ethyl acetate (10 mL). The reaction mixture was heated at 70° C. for 1 h. The solution was cooled down to room temperature, poured into ice water (100 mL), and basified with 10 N NaOH (20 mL) to pH ˜12. The aqueous layer was extracted with ethyl acetate (5×35 mL). The combined organic layers were washed...